This data is from the Open Reaction Database (ORD), a public repository of structured organic reaction records. The task is: describe an organic reaction: reactants, conditions, products, and yield Starting materials: CC(C)(C)c1cc2ncc3cc(-c4ccccc4)c(=O)[nH]c3n2n1, ClC(Cl)Cl, CN(C)C=O, O=S(Cl)Cl. Yields the product CC(C)(C)c1cc2ncc3cc(-c4ccccc4)c(Cl)nc3n2n1. As a reaction SMILES: [C:1]([CH3:2])([CH3:3])([CH3:4])[c:5]1[cH:6][c:7]2[n:8]([c:9]3[nH:10][c:11](=[O:23])[c:12](-[c:17]4[cH:18][cH:19][cH:20][cH:21][cH:22]4)[cH:13][c:14]3[cH:15][n:16]2)[n:24]1.[Cl:34][CH:35]([Cl:36])[Cl:37].[O:29]=[CH:30][N:31]([CH3:32])[CH3:33].[S:25]([Cl:26])([Cl:27])=[O:28]>>[C:1]([CH3:2])([CH3:3])([CH3:4])[c:5]1[cH:6][c:7]2[n:8]([c:9]3[n:10][c:11]([Cl:27])[c:12](-[c:17]4[cH:18][cH:19][cH:20][cH:21][cH:22]4)[cH:13][c:14]3[cH:15][n:16]2)[n:24]1. The reactants are O (Water), ClC=1C=C(C=C(C1)Cl)SC1=C(C(=NN1C1=CC=CC=C1)C)CO ([5-(3,5-dichlorophenylthio)-3-methyl-1-phenyl-1H-pyrazol-4-yl]-methanol), C(C1=CC=CC=C1)Br (benzyl bromide), [H-].[Na+] (sodium hydride). Run in CN(C=O)C (N,N-dimethylformamide). Run at temperature 100 celsius, time 2 hour. Product: C(C1=CC=CC=C1)OCC=1C(=NN(C1SC1=CC(=CC(=C1)Cl)Cl)C1=CC=CC=C1)C (4-benzyloxymethyl-5-(3,5-dichlorophenylthio)-3-methyl-1-phenyl-1H-pyrazole). Isolated yield 24.4%. As a reaction SMILES: [Cl:1][C:2]1[CH:3]=[C:4]([S:9][C:10]2[N:14]([C:15]3[CH:20]=[CH:19][CH:18]=[CH:17][CH:16]=3)[N:13]=[C:12]([CH3:21])[C:11]=2[CH2:22][OH:23])[CH:5]=[C:6]([Cl:8])[CH:7]=1.[CH2:24](Br)[C:25]1[CH:30]=[CH:29][CH:28]=[CH:27][CH:26]=1.[H-].[Na+].O>CN(C)C=O>[CH2:24]([O:23][CH2:22][C:11]1[C:12]([CH3:21])=[N:13][N:14]([C:15]2[CH:20]=[CH:19][CH:18]=[CH:17][CH:16]=2)[C:10]=1[S:9][C:4]1[CH:3]=[C:2]([Cl:1])[CH:7]=[C:6]([Cl:8])[CH:5]=1)[C:25]1[CH:30]=[CH:29][CH:28]=[CH:27][CH:26]=1 |f:2.3|. Reported procedure: A solution containing 115 mg of [5-(3,5-dichlorophenylthio)-3-methyl-1-phenyl-1H-pyrazol-4-yl]-methanol, 54 mg of benzyl bromide and 38 mg of sodium hydride (60% in mineral oil) in 3 ml of anhydrous N,N-dimethylformamide was stirred under nitrogen at 100° C. for 2 hours. Water (10 ml) was added and the mixture was extracted three times with 8 ml of dichloromethane. Combined extracts were dried over magnesium sulphate, filtered and evaporated. The residue was purified twice by flash chromatograph...